The task is: describe an organic reaction: reactants, conditions, products, and yield. This data is from the Open Reaction Database (ORD), a public repository of structured organic reaction records. The reactants are NC=1C(=NC=CC1)NC1CCCCCCC1 (3-amino-2-cyclooctylaminopyridine), NC=1C(=NC=CC1)NC1CCCCC1 (3-amino-2-cyclohexylaminopyridine). The product is C1(CCCCCCC1)N1C(=NC=2C1=NC=CC2)N (3-Cyclooctyl-3H-imidazo[4,5-b]pyridine-2-amine). As a reaction SMILES: [NH2:1][C:2]1[C:3]([NH:8][CH:9]2[CH2:16][CH2:15][CH2:14][CH2:13][CH2:12][CH2:11][CH2:10]2)=[N:4][CH:5]=[CH:6][CH:7]=1.[NH2:17][C:18]1C(NC2CCCCC2)=NC=CC=1>>[CH:9]1([N:8]2[C:3]3=[N:4][CH:5]=[CH:6][CH:7]=[C:2]3[N:1]=[C:18]2[NH2:17])[CH2:16][CH2:15][CH2:14][CH2:13][CH2:12][CH2:11][CH2:10]1. Procedure: The experimental protocol is identical with that used in Example 1, starting in Step a from 3-amino-2-cyclooctylaminopyridine of Preparation 3 instead of 3-amino-2-cyclohexylaminopyridine. Starting materials: Cl (HCl), solution, [OH-].[Na+] (NaOH), C(CCC)C1=NC2=CC=C(C=C2C(N1CC1=CC(=C(C=C1)OC(C1=CC=CC=C1)C(=O)OC)Cl)=O)C (2-butyl-3-[4-[(1-carbomethoxy) (1-phenyl)methoxy]-3-chlorophenyl]methyl-6-methylquinazolin-4(3H)-one). Run in CO (methanol). Conditions: time 3 day. The product is C(CCC)C1=NC2=CC=C(C=C2C(N1CC1=CC(=C(C=C1)OC(C1=CC=CC=C1)C(=O)O)Cl)=O)C (2-butyl-3-[4-[(1-carboxy)(1-phenyl)methoxy]-3-chlorophenyl]methyl-6-methylquinazolin-4(3H)-one). Isolated yield 71.4%. As a reaction SMILES: [CH2:1]([C:5]1[N:14]([CH2:15][C:16]2[CH:21]=[CH:20][C:19]([O:22][CH:23]([C:30]([O:32]C)=[O:31])[C:24]3[CH:29]=[CH:28][CH:27]=[CH:26][CH:25]=3)=[C:18]([Cl:34])[CH:17]=2)[C:13](=[O:35])[C:12]2[C:7](=[CH:8][CH:9]=[C:10]([CH3:36])[CH:11]=2)[N:6]=1)[CH2:2][CH2:3][CH3:4].[OH-].[Na+].Cl>CO>[CH2:1]([C:5]1[N:14]([CH2:15][C:16]2[CH:21]=[CH:20][C:19]([O:22][CH:23]([C:30]([OH:32])=[O:31])[C:24]3[CH:29]=[CH:28][CH:27]=[CH:26][CH:25]=3)=[C:18]([Cl:34])[CH:17]=2)[C:13](=[O:35])[C:12]2[C:7](=[CH:8][CH:9]=[C:10]([CH3:36])[CH:11]=2)[N:6]=1)[CH2:2][CH2:3][CH3:4] |f:1.2|. Procedure details: To a solution of 72 mg of the product of Step C dissolved in 2 mL of methanol, was added 0.25 mL of a 1N solution of NaOH and the reaction mixture was stirred at room temperature for 3 days. The reaction mixture was then adjusted to pH 7 with 1N HCl, caoncentrated in vacuo, and the residue was applied to a silica gel flash chromatography column and eluted with CHCl3 /MeOH/NH4OH (80:15:1). Evaporation of the purified fractions and drying in vacuo afforded 50 mg (71%) of the title compound. Reactants: COCC(=O)Cl, CO, CCN(C(C)C)C(C)C, ClCCl, Cc1ccc(-n2nc(C(C)(C)C)cc2NC(=O)Nc2ccc(OCc3ccnc(N)c3)c3ccccc23)cc1, N, CN(C)C=O. Yields the product COCC(=O)Nc1cc(COc2ccc(NC(=O)Nc3cc(C(C)(C)C)nn3-c3ccc(C)cc3)c3ccccc23)ccn1. As a reaction SMILES: [CH3:49][O:50][CH2:51][C:52](=[O:53])[Cl:54].[CH3:56][OH:57].[CH:40]([N:41]([CH2:42][CH3:43])[CH:44]([CH3:45])[CH3:46])([CH3:47])[CH3:48].[Cl:63][CH2:64][Cl:65].[NH2:1][c:2]1[n:3][cH:4][cH:5][c:6]([CH2:8][O:9][c:10]2[cH:11][cH:12][c:13]([NH:20][C:21](=[O:22])[NH:23][c:24]3[cH:25][c:26]([C:36]([CH3:37])([CH3:38])[CH3:39])[n:27][n:28]3-[c:29]3[cH:30][cH:31][c:32]([CH3:35])[cH:33][cH:34]3)[c:14]3[cH:15][cH:16][cH:17][cH:18][c:19]23)[cH:7]1.[NH3:55].[O:58]=[CH:59][N:60]([CH3:61])[CH3:62]>>[NH:1]([c:2]1[n:3][cH:4][cH:5][c:6]([CH2:8][O:9][c:10]2[cH:11][cH:12][c:13]([NH:20][C:21](=[O:22])[NH:23][c:24]3[cH:25][c:26]([C:36]([CH3:37])([CH3:38])[CH3:39])[n:27][n:28]3-[c:29]3[cH:30][cH:31][c:32]([CH3:35])[cH:33][cH:34]3)[c:14]3[cH:15][cH:16][cH:17][cH:18][c:19]23)[cH:7]1)[C:52]([CH2:51][O:50][CH3:49])=[O:53].